Dataset: the Open Reaction Database (ORD), a public repository of structured organic reaction records. Task: describe an organic reaction: reactants, conditions, products, and yield Procedure details: In a 15 ml single-neck round bottom flask equipped with a reflux condenser, a solution of 0.69 g (0.00162 mole) of allyl trans-2-[3-(6-chloro-3,4-dihydro-4-oxothieno[3,2-d]pyrimidin-3-yl)-2-oxopropyl]-3-hydroxy-1-piperidinecarboxylate and 6 ml of 48% aqueous hydrobromic acid was immersed in an oil bath preheated to 100° C. Heating was continued for 7.0 minutes. The solution was allowed to cool to room temperature, and the volatile components were evaporated under reduced pressure. Ethanol (5 ml)... Reaction SMILES: [Cl:1][C:2]1[S:10][C:9]2[C:8](=[O:11])[N:7]([CH2:12][C:13](=[O:28])[CH2:14][C@H:15]3[C@H:20]([OH:21])[CH2:19][CH2:18][CH2:17][N:16]3C(OCC=C)=O)[CH:6]=[N:5][C:4]=2[CH:3]=1.[BrH:29]>>[BrH:29].[BrH:29].[Cl:1][C:2]1[S:10][C:9]2[C:8](=[O:11])[N:7]([CH2:12][C:13](=[O:28])[CH2:14][C@H:15]3[C@H:20]([OH:21])[CH2:19][CH2:18][CH2:17][NH:16]3)[CH:6]=[N:5][C:4]=2[CH:3]=1 |f:2.3.4|. Run at time 7 minute. Starting materials: ClC1=CC=2N=CN(C(C2S1)=O)CC(C[C@@H]1N(CCC[C@H]1O)C(=O)OCC=C)=O (allyl trans-2-[3-(6-chloro-3,4-dihydro-4-oxothieno[3,2-d]pyrimidin-3-yl)-2-oxopropyl]-3-hydroxy-1-piperidinecarboxylate), Br (hydrobromic acid). Yields the product Br.Br.ClC1=CC=2N=CN(C(C2S1)=O)CC(C[C@@H]1NCCC[C@H]1O)=O (trans-6-Chloro-3-[3-(3-hydroxy-2-piperidyl)-2-oxopropyl]thieno[3,2-d]pyrimidin-4(3H)-one Dihydrobromide). Starting materials: Brc1c2ccccc2cc2ccccc12, CCOCC, Cc1ccccc1, [H-], [Na+], OC1CCCC1. Product: c1ccc2c(OC3CCCC3)c3ccccc3cc2c1. Reaction SMILES: [Br:16][c:17]1[c:18]2[cH:19][cH:20][cH:21][cH:22][c:23]2[cH:24][c:25]2[cH:26][cH:27][cH:28][cH:29][c:30]12.[CH3:31][CH2:32][O:33][CH2:34][CH3:35].[CH3:3][c:4]1[cH:5][cH:6][cH:7][cH:8][cH:9]1.[H-:2].[Na+:1].[OH:10][CH:11]1[CH2:12][CH2:13][CH2:14][CH2:15]1>>[O:10]([CH:11]1[CH2:12][CH2:13][CH2:14][CH2:15]1)[c:17]1[c:18]2[cH:19][cH:20][cH:21][cH:22][c:23]2[cH:24][c:25]2[cH:26][cH:27][cH:28][cH:29][c:30]12. The reactants are FC(F)(F)Cc1nc2cc(Cl)c(Cl)cc2[nH]1, [H-], O=[N+]([O-])c1cccc(CBr)c1, [Na+], CN(C)C=O. The product is O=[N+]([O-])c1cccc(Cn2c(CC(F)(F)F)nc3cc(Cl)c(Cl)cc32)c1. Reaction SMILES: [Cl:1][c:2]1[cH:3][c:4]2[c:5]([nH:6][c:7]([CH2:9][C:10]([F:11])([F:12])[F:13])[n:8]2)[cH:14][c:15]1[Cl:16].[H-:17].[N+:19](=[O:20])([O-:21])[c:22]1[cH:23][c:24]([CH2:25][Br:26])[cH:27][cH:28][cH:29]1.[Na+:18].[O:30]=[CH:31][N:32]([CH3:33])[CH3:34]>>[Cl:1][c:2]1[cH:3][c:4]2[c:5]([n:6][c:7]([CH2:9][C:10]([F:11])([F:12])[F:13])[n:8]2[CH2:25][c:24]2[cH:23][c:22]([N+:19](=[O:20])[O-:21])[cH:29][cH:28][cH:27]2)[cH:14][c:15]1[Cl:16]. Reactants: Cc1[nH]cnc1CSCCNC(N)=S, CCO, Cc1[nH]cnc1CSCCCl. As a reaction SMILES: [CH3:12][c:13]1[c:14]([CH2:18][S:19][CH2:20][CH2:21][NH:22][C:23](=[S:24])[NH2:25])[n:15][cH:16][nH:17]1.[CH3:26][CH2:27][OH:28].[Cl:1][CH2:2][CH2:3][S:4][CH2:5][c:6]1[n:7][cH:8][nH:9][c:10]1[CH3:11]>>[CH2:2]([CH2:3][S:4][CH2:5][c:6]1[n:7][cH:8][nH:9][c:10]1[CH3:11])[S:24][C:23]([NH:22][CH2:21][CH2:20][S:19][CH2:18][c:14]1[c:13]([CH3:12])[nH:17][cH:16][n:15]1)=[NH:25]. Yields the product Cc1[nH]cnc1CSCCNC(=N)SCCSCc1nc[nH]c1C. Starting materials: Cl (hydrochloric acid), ClC1=C(C(=C(C(=C1Cl)Cl)Cl)Cl)Cl (Hexachlorobenzene), [SH-].[Na+] (sodium hydrosulfide), [OH-].[Na+] (sodium hydroxide). Run in CN(C=O)C (dimethylformamide), O (water). Run at temperature 85 celsius, time 10 minute. Yields the product ClC1=C(C(=C(C(=C1S)Cl)Cl)Cl)Cl (pentachlorothiophenol). RXN SMILES: [Cl:1][C:2]1[C:7](Cl)=[C:6]([Cl:9])[C:5]([Cl:10])=[C:4]([Cl:11])[C:3]=1[Cl:12].[SH-:13].[Na+].[OH-].[Na+].Cl>O.CN(C)C=O>[Cl:1][C:2]1[C:7]([SH:13])=[C:6]([Cl:9])[C:5]([Cl:10])=[C:4]([Cl:11])[C:3]=1[Cl:12] |f:1.2,3.4|. Reported procedure: Hexachlorobenzene (25.0 g, 0.088 mol) was added to 50 mL of dimethylformamide followed by the addition of 7.4 g (0.096 mol) of 73% sodium hydrosulfide and 7.9 mL (0.079 mol) of 40% aqueous sodium hydroxide. The stirred reaction mixture was heated to 85° C. for 3.0 hr, cooled to room temperature, and poured into 200 mL of water. After 10 min of stirring, the insoluble material was removed by filtration, and the filtrate acidified with 15 mL (0.18 mol) of concentrated aqueous hydrochloric acid. Th... Starting materials: Cc1cccc(Br)n1, Cc1ccc2cccc(N)c2n1, CC(C)(C)[O-], Cc1ccccc1, [Na+]. Yields the product Cc1cccc(Nc2cccc3ccc(C)nc23)n1. Reaction SMILES: [CH3:13][c:14]1[cH:15][cH:16][cH:17][c:18]([Br:20])[n:19]1.[CH3:1][c:2]1[n:3][c:4]2[c:5]([NH2:12])[cH:6][cH:7][cH:8][c:9]2[cH:10][cH:11]1.[CH3:21][C:22]([CH3:23])([O-:24])[CH3:25].[CH3:27][c:28]1[cH:29][cH:30][cH:31][cH:32][cH:33]1.[Na+:26]>>[CH3:1][c:2]1[n:3][c:4]2[c:5]([NH:12][c:18]3[cH:17][cH:16][cH:15][c:14]([CH3:13])[n:19]3)[cH:6][cH:7][cH:8][c:9]2[cH:10][cH:11]1. Reactants: NC1=NC=2C(=C(C=CC2C=2N1CCN2)OCCCS(=O)(=O)N(C)C)OC (3-[(5-amino-7-methoxy-2,3-dihydroimidazo[1,2-c]quinazolin-8-yl)oxy]-N,N-dimethylpropane-1-sulfonamide), NC1=NC=C(C(=O)O)C=C1 (6-aminonicotinic acid). Product: NC1=NC=C(C(=O)NC2=NC=3C(=C(C=CC3C=3N2CCN3)OCCCS(=O)(=O)N(C)C)OC)C=C1 (6-amino-N-(8-{3-[(dimethylamino)sulfonyl]propoxy}-7-methoxy-2,3-dihydroimidazo[1,2-c]quinazolin-5-yl)nicotinamide). Reaction SMILES: [NH2:1][C:2]1[N:11]2[CH2:12][CH2:13][N:14]=[C:10]2[C:9]2[CH:8]=[CH:7][C:6]([O:15][CH2:16][CH2:17][CH2:18][S:19]([N:22]([CH3:24])[CH3:23])(=[O:21])=[O:20])=[C:5]([O:25][CH3:26])[C:4]=2[N:3]=1.[NH2:27][C:28]1[CH:36]=[CH:35][C:31]([C:32](O)=[O:33])=[CH:30][N:29]=1>>[NH2:27][C:28]1[CH:36]=[CH:35][C:31]([C:32]([NH:1][C:2]2[N:11]3[CH2:12][CH2:13][N:14]=[C:10]3[C:9]3[CH:8]=[CH:7][C:6]([O:15][CH2:16][CH2:17][CH2:18][S:19]([N:22]([CH3:24])[CH3:23])(=[O:20])=[O:21])=[C:5]([O:25][CH3:26])[C:4]=3[N:3]=2)=[O:33])=[CH:30][N:29]=1. Procedure: The procedure used for the preparation of Example 16, Step 2 was used to prepare the title compound from 3-[(5-amino-7-methoxy-2,3-dihydroimidazo[1,2-c]quinazolin-8-yl)oxy]-N,N-dimethylpropane-1-sulfonamide (Example 17 Step 1) and 6-aminonicotinic acid. High vacuum drying gave the title compound (117 mg, 59%): HPLC MS RT=1.60 min, MH+=502.2; 1H NMR (DMSO-d6+2 drops TFA-d) δ: 2.19-2.24 (2H, m), 2.78 (6H, s), 3.19-3.24 (2H, m), 3.99 (3H, s), 4.20-4.26 (2H, m), 4.37 (2H, t), 4.47-4.54 (2H, m), 7.04... Starting materials: CN(C)C (trimethylamine), BrC(C)[Si](OC)(OC)OC (alpha-bromoethyltrimethoxysilane), CN(C)C (trimethylamine). Conditions: temperature 80 celsius. Product: bromide salt, [Br-].C[N+](C(C)[Si](OC)(OC)OC)(C)C (alpha-trimethylammonioethyltrimethyoxysilane bromide). As a reaction SMILES: [Br:1][CH:2]([Si:4]([O:9][CH3:10])([O:7][CH3:8])[O:5][CH3:6])[CH3:3].[CH3:11][N:12]([CH3:14])[CH3:13]>>[Br-:1].[CH3:11][N+:12]([CH3:14])([CH3:13])[CH:2]([Si:4]([O:9][CH3:10])([O:7][CH3:8])[O:5][CH3:6])[CH3:3] |f:2.3|. Procedure details: One quarter mole of the alpha-bromoethyltrimethoxysilane (57.3g) is placed in an autoclave along with 17.7g of trimethylamine. The mixture is heated to 80° C. for 6 hours under 200 p.s.i. nitrogen. The excess trimethylamine is allowed to evaporate after the product has been removed from the autoclave, leaving the bromide salt of alpha-trimethylammonioethyltrimethyoxysilane bromide.